The task is: describe an organic reaction: reactants, conditions, products, and yield. This data is from the Open Reaction Database (ORD), a public repository of structured organic reaction records. Starting materials: [Cl-].[Cl-].NCCC1=CNC=N1 (Histamine dichloride), COCOC (dimethoxymethane). Solvent: Cl (hydrochloric acid). Run at temperature 100 celsius, time 8 hour. Product: O.Cl.Cl.N1=CNC=2CNCCC21 (4,5,6,7-Tetrahydro-3H-imidazo[4,5-c]pyridine Dihydrochloride Monohydrate). Reaction SMILES: [Cl-:1].[Cl-].[NH2:3][CH2:4][CH2:5][C:6]1[N:10]=[CH:9][NH:8][CH:7]=1.[CH3:11][O:12]COC>Cl>[OH2:12].[ClH:1].[ClH:1].[N:10]1[C:6]2[CH2:5][CH2:4][NH:3][CH2:11][C:7]=2[NH:8][CH:9]=1 |f:0.1.2,5.6.7.8|. Reported procedure: Histamine dichloride (5.0 g, 27 1 mol) was dissolved in concentrated hydrochloric acid (20 ml), dimethoxymethane (7.0 ml, 79 mmol) was added dropwise to the solution, and the mixture was stirred overnight at 100° C. By evaporating the solvent from the reaction solution and purifying the thus obtained crystals by their recrystallization from methanol, 4.6 g (22 mmol, 79% in yield) of the title compound was obtained.